This data is from the Open Reaction Database (ORD), a public repository of structured organic reaction records. The task is: describe an organic reaction: reactants, conditions, products, and yield The reactants are BrC1=NC(=CC(=C1)[N+](=O)[O-])Br (2,6-dibromo-4-nitropyridine), [K].[N+](=O)([O-])C1=CC=C(C=C1)S (4-nitrothiophenol potassium salt). The solvent is CN(C=O)C (dimethylformamide). Reaction conditions: time 3 hour. Yields the product BrC1=NC(=CC(=C1)SC1=CC=C(C=C1)[N+](=O)[O-])Br (2,6-dibromo-4-(4-nitrophenylsulphanyl)-pyridine). Yield: 83.9%. RXN SMILES: [Br:1][C:2]1[CH:7]=[C:6]([N+]([O-])=O)[CH:5]=[C:4]([Br:11])[N:3]=1.[K].[N+:13]([C:16]1[CH:21]=[CH:20][C:19]([SH:22])=[CH:18][CH:17]=1)([O-:15])=[O:14]>CN(C)C=O>[Br:11][C:4]1[CH:5]=[C:6]([S:22][C:19]2[CH:20]=[CH:21][C:16]([N+:13]([O-:15])=[O:14])=[CH:17][CH:18]=2)[CH:7]=[C:2]([Br:1])[N:3]=1 |f:1.2,^1:11|. Reported procedure: 0.48 g (0.0025 mol) of 2,6-dibromo-4-nitropyridine and 0.70 g (0.0024 mol) of 4-nitrothiophenol potassium salt were dissolved in 12.5 ml of dimethylformamide and stirred at room temperature for 3 hrs. The solvent was removed and the residue was partitioned in water and ethyl acetate. The combined organic phases were washed with sat. sodium chloride solution and dried over MgSO4. After filtration and removal of the solvent the residue was chromatographed on silica gel with ethyl acetate/hexane 1:... Reactants: FC(C=1C=C(CN2C(C(NC(CC2)=S)CC2=CC(=C(C=C2)Cl)Cl)=O)C=C(C1)C(F)(F)F)(F)F ((RS)-1-(3,5-bis-trifluoromethyl-benzyl)-3-(3,4-dichloro-benzyl)-5-thioxo-[1,4]diazepan-2-one), C(CCC)O (butan-1-ol), N1(CCOCC1)CCC(=O)NN (3-morpholin-4-yl-propionic acid hydrazide). Reaction conditions: temperature 130 celsius, time 8 hour. Product: FC(C=1C=C(CN2C(C(N3C(=NN=C3CC2)CCN2CCOCC2)CC2=CC(=C(C=C2)Cl)Cl)=O)C=C(C1)C(F)(F)F)(F)F ((RS)-6-(3,5-Bis-trifluoromethyl-benzyl)-4-(3,4-dichloro-benzyl)-3-(2-morpholin-4-yl-ethyl)-7,8-dihydro-6H-1,2,3a,6-tetraaza-azulen-5-one). Yield: 59.2%. RXN SMILES: [F:1][C:2]([F:33])([F:32])[C:3]1[CH:4]=[C:5]([CH:25]=[C:26]([C:28]([F:31])([F:30])[F:29])[CH:27]=1)[CH2:6][N:7]1[CH2:13][CH2:12][C:11](=S)[NH:10][CH:9]([CH2:15][C:16]2[CH:21]=[CH:20][C:19]([Cl:22])=[C:18]([Cl:23])[CH:17]=2)[C:8]1=[O:24].C(O)CCC.[N:39]1([CH2:45][CH2:46][C:47]([NH:49][NH2:50])=O)[CH2:44][CH2:43][O:42][CH2:41][CH2:40]1>>[F:30][C:28]([F:31])([F:29])[C:26]1[CH:25]=[C:5]([CH:4]=[C:3]([C:2]([F:33])([F:32])[F:1])[CH:27]=1)[CH2:6][N:7]1[CH2:13][CH2:12][C:11]2[N:10]([C:47]([CH2:46][CH2:45][N:39]3[CH2:44][CH2:43][O:42][CH2:41][CH2:40]3)=[N:49][N:50]=2)[CH:9]([CH2:15][C:16]2[CH:21]=[CH:20][C:19]([Cl:22])=[C:18]([Cl:23])[CH:17]=2)[C:8]1=[O:24]. Procedure: To a solution of 106 mg (0.2 mmol) (RS)-1-(3,5-bis-trifluoromethyl-benzyl)-3-(3,4-dichloro-benzyl)-5-thioxo-[1,4]diazepan-2-one in 1 ml of butan-1-ol 42 mg (0.24 mmol) of 3-morpholin-4-yl-propionic acid hydrazide was added. The reaction mixture was stirred at 130° C. overnight. After evaporation of the solvent in vacuum water (5 ml) was added and the mixture was extracted three times with ethyl acetate. The combined organic layers are dried (MgSO4) and concentrated. The residue was purified by c... Reactants: CC#N, Clc1ccc2c(Cl)ccnc2c1, CN1CCCC(N)C1. The product is CN1CCCC(Nc2ccnc3cc(Cl)ccc23)C1. As a reaction SMILES: [CH3:21][C:22]#[N:23].[Cl:1][c:2]1[cH:3][cH:4][n:5][c:6]2[cH:7][c:8]([Cl:12])[cH:9][cH:10][c:11]12.[NH2:13][CH:14]1[CH2:15][N:16]([CH3:20])[CH2:17][CH2:18][CH2:19]1>>[c:2]1([NH:13][CH:14]2[CH2:15][N:16]([CH3:20])[CH2:17][CH2:18][CH2:19]2)[cH:3][cH:4][n:5][c:6]2[cH:7][c:8]([Cl:12])[cH:9][cH:10][c:11]12. The reactants are OC1=CC(=NC2=CC=C(C=C12)NC(C)=O)C (N-(4-hydroxy-2-methyl-6-quinolyl)acetamide), S(=O)(=O)(OC)OC (dimethyl sulfate). Run in C1(=CC=CC=C1)C (toluene). Conditions: temperature 70 celsius. Product: COC1=CC(=NC2=CC=C(C=C12)NC(C)=O)C (N-(4-methoxy-2-methyl-6-quinolyl)acetamide). Isolated yield 52.2%. RXN SMILES: [OH:1][C:2]1[C:11]2[C:6](=[CH:7][CH:8]=[C:9]([NH:12][C:13](=[O:15])[CH3:14])[CH:10]=2)[N:5]=[C:4]([CH3:16])[CH:3]=1.S(OC)(O[CH3:21])(=O)=O>C1(C)C=CC=CC=1>[CH3:21][O:1][C:2]1[C:11]2[C:6](=[CH:7][CH:8]=[C:9]([NH:12][C:13](=[O:15])[CH3:14])[CH:10]=2)[N:5]=[C:4]([CH3:16])[CH:3]=1. Procedure details: To a suspension of N-(4-hydroxy-2-methyl-6-quinolyl)acetamide (100 g, 0.46 mol) obtained in Preparation Example 1-1, Step 2 in toluene (490 ml) was added dimethyl sulfate (75 ml, 0.79 mol) and the mixture was refluxed under heating for 8 hr. The resulting precipitate was collected by filtration, dissolved in water (1350 ml) and heated to 70° C. The solution was filtered and 35% aqueous sodium hydroxide solution (100 ml) was added to the filtrate. The resulting precipitate was collected by filtra... Starting materials: CO, COC(=O)C(N)Cc1c[nH]c2ccccc12, Cl. The product is COC(=O)C1Cc2c([nH]c3ccccc23)CN1, Cl. Reaction SMILES: [CH3:18][OH:19].[CH3:2][O:3][C:4]([CH:5]([NH2:6])[CH2:7][c:8]1[cH:9][nH:10][c:11]2[cH:12][cH:13][cH:14][cH:15][c:16]12)=[O:17].[ClH:1]>>[CH3:2][O:3][C:4]([CH:5]1[NH:6][CH2:18][c:9]2[c:8]([c:16]3[c:11]([nH:10]2)[cH:12][cH:13][cH:14][cH:15]3)[CH2:7]1)=[O:17].[ClH:1]. Reactants: BrC1=CC(=C(C(=O)OC(C)(C)C)C=C1)C (tert.-butyl 4-bromo-2-methyl-benzoate), C(C1=CC=CC=C1)N (benzylamine), C([O-])([O-])=O.[Cs+].[Cs+] (caesium carbonate), C=1C=CC(=CC1)P(C=2C=CC=CC2)C3=CC=C4C=CC=CC4=C3C5=C6C=CC=CC6=CC=C5P(C=7C=CC=CC7)C=8C=CC=CC8 (BINAP). Reagents/catalysts: C(C)(=O)[O-].[Pd+2].C(C)(=O)[O-] (palladium(II)-acetate). The solvent is C1(=CC=CC=C1)C (toluene). Reaction conditions: time 10 minute. Yields the product C(C1=CC=CC=C1)NC1=CC(=C(C(=O)OC(C)(C)C)C=C1)C (tert.-butyl 4-benzylamino-2-methyl-benzoate). Reaction SMILES: Br[C:2]1[CH:14]=[CH:13][C:5]([C:6]([O:8][C:9]([CH3:12])([CH3:11])[CH3:10])=[O:7])=[C:4]([CH3:15])[CH:3]=1.C(=O)([O-])[O-].[Cs+].[Cs+].C1C=CC(P(C2C(C3C(P(C4C=CC=CC=4)C4C=CC=CC=4)=CC=C4C=3C=CC=C4)=C3C(C=CC=C3)=CC=2)C2C=CC=CC=2)=CC=1.[CH2:68]([NH2:75])[C:69]1[CH:74]=[CH:73][CH:72]=[CH:71][CH:70]=1>C1(C)C=CC=CC=1.C([O-])(=O)C.[Pd+2].C([O-])(=O)C>[CH2:68]([NH:75][C:2]1[CH:14]=[CH:13][C:5]([C:6]([O:8][C:9]([CH3:12])([CH3:11])[CH3:10])=[O:7])=[C:4]([CH3:15])[CH:3]=1)[C:69]1[CH:74]=[CH:73][CH:72]=[CH:71][CH:70]=1 |f:1.2.3,7.8.9|. Procedure: tert.-butyl 4-bromo-2-methyl-benzoate (12 g; 43.4 mmol), caesium carbonate (21.2 g, 65 mmol), palladium(II)-acetate (1 g, 4.45 mmol) and BINAP (2.37 g, 4.40 mmol) are suspended in 150 ml of toluene under a nitrogen atmosphere and stirred for 10 minutes at ambient temperature. Then benzylamine (5.7 ml, 52.1 mmol) is added dropwise and the mixture is heated to 100° C. for two days. The mixture is then cooled, filtered to remove undissolved matter and evaporated to dryness. The oily residue is puri... Starting materials: C1(=CC=C(C=C1)S(=O)(=O)O)C (p-toluene sulphonic acid), N[C@](C(=O)O)(CC(CC)CC)C ((2S)-2-Amino-4-ethyl-2-methylhexanoic acid). Solvent: C(C)#N (acetonitrile), C(C)#N (acetonitrile). Product: C1(=CC=C(C=C1)S(=O)(=O)O)C.N[C@](C(=O)O)(CC(CC)CC)C ((2S)-2-Amino-4-ethyl-2-methylhexanoic acid p-toluenesulphonate salt). Yield: 71.3%. RXN SMILES: [C:1]1([CH3:11])[CH:6]=[CH:5][C:4]([S:7]([OH:10])(=[O:9])=[O:8])=[CH:3][CH:2]=1.[NH2:12][C@@:13]([CH3:23])([CH2:17][CH:18]([CH2:21][CH3:22])[CH2:19][CH3:20])[C:14]([OH:16])=[O:15]>C(#N)C>[C:1]1([CH3:11])[CH:2]=[CH:3][C:4]([S:7]([OH:10])(=[O:8])=[O:9])=[CH:5][CH:6]=1.[NH2:12][C@@:13]([CH3:23])([CH2:17][CH:18]([CH2:21][CH3:22])[CH2:19][CH3:20])[C:14]([OH:16])=[O:15] |f:3.4|. Reported procedure: A solution of p-toluene sulphonic acid (54 mg, 0.28 mmol) in acetonitrile (1 ml) was added to a suspension of (2S)-2-Amino-4-ethyl-2-methylhexanoic acid (50 mg, 0.28 mmol, Example 1) in acetonitrile (1 ml) and the mixture heated until dissolved. The solution was filtered whilst hot and allowed to cool overnight to give the title compound as fine white needles, (69 mg, 70%) Procedure details: Di(t-butylsulfonyl)acetylene (1.50 g.) was added to part (75 mL) of the above-described solution of 2-azidomethyl-4-isopropyl-6-methoxysaccharin in benzene. The resulting solution was heated under reflux for 65 hours, then chromatographed on silica gel (Kieselgel 60, 68 g) using first benzene and then cyclohexane-ethyl acetate (90:10, then 85:15, then 75:25) as eluant. The fractions containing the product, which were identified by thin layer chromatography, were combined and recrystallized from ... The reactants are C(C)(C)(C)S(=O)(=O)C#CS(=O)(=O)C(C)(C)C (Di(t-butylsulfonyl)acetylene), above-described solution, N(=[N+]=[N-])CN1S(=O)(=O)C2=CC(=CC(=C2C1=O)C(C)C)OC (2-azidomethyl-4-isopropyl-6-methoxysaccharin). Solvent: C1=CC=CC=C1 (benzene). Reaction SMILES: [C:1]([S:5]([C:8]#[C:9][S:10]([C:13]([CH3:16])([CH3:15])[CH3:14])(=[O:12])=[O:11])(=[O:7])=[O:6])([CH3:4])([CH3:3])[CH3:2].[N:17]([CH2:20][N:21]1[C:31](=[O:32])[C:30]2[C:25](=[CH:26][C:27]([O:36][CH3:37])=[CH:28][C:29]=2[CH:33]([CH3:35])[CH3:34])[S:22]1(=[O:24])=[O:23])=[N+:18]=[N-:19]>C1C=CC=CC=1>[C:1]([S:5]([C:8]1[N:19]=[N:18][N:17]([CH2:20][N:21]2[C:31](=[O:32])[C:30]3[C:25](=[CH:26][C:27]([O:36][CH3:37])=[CH:28][C:29]=3[CH:33]([CH3:35])[CH3:34])[S:22]2(=[O:23])=[O:24])[C:9]=1[S:10]([C:13]([CH3:16])([CH3:15])[CH3:14])(=[O:12])=[O:11])(=[O:6])=[O:7])([CH3:4])([CH3:3])[CH3:2]. Yields the product C(C)(C)(C)S(=O)(=O)C=1N=NN(C1S(=O)(=O)C(C)(C)C)CN1S(=O)(=O)C2=CC(=CC(=C2C1=O)C(C)C)OC (2-[4,5-di(t-butylsulfonyl)-1,2,3-triazol-1-yl]methyl-4-isopropyl-6-methoxysaccharin). The reactants are [Al], O=C(Cl)C(=O)Cl, C1CCOC1, O=C(O)C=Cc1ccccc1. The product is O=C(Cl)C=Cc1ccccc1. As a reaction SMILES: [Al:12].[C:13]([Cl:14])(=[O:15])[C:17]([Cl:16])=[O:18].[CH2:19]1[O:20][CH2:21][CH2:22][CH2:23]1.[CH:1](=[CH:2][c:3]1[cH:4][cH:5][cH:6][cH:7][cH:8]1)[C:9]([OH:10])=[O:11]>>[CH:1](=[CH:2][c:3]1[cH:4][cH:5][cH:6][cH:7][cH:8]1)[C:9](=[O:11])[Cl:16].